Dataset: the Open Reaction Database (ORD), a public repository of structured organic reaction records. Task: describe an organic reaction: reactants, conditions, products, and yield The reactants are ClC=1C=2N(C=CN1)C(=NC2I)C2CC(C2)N2CCN(CC2)C(C)=O (1-{4-[3-(8-Chloro-1-iodo-imidazo[1,5-a]pyrazin-3-yl)-cyclobutyl]-piperazin-1-yl}-ethanone), N (ammonia). The solvent is C(C)(C)O (isopropyl alcohol). Run at temperature 110 celsius. Product: NC=1C=2N(C=CN1)C(=NC2I)C2CC(C2)N2CCN(CC2)C(C)=O (1-{4-[3-(8-Amino-1-iodo-imidazo[1,5-a]pyrazin-3-yl)-cyclobutyl]-piperazin-1-yl}-ethanone). As a reaction SMILES: Cl[C:2]1[C:3]2[N:4]([C:8]([CH:12]3[CH2:15][CH:14]([N:16]4[CH2:21][CH2:20][N:19]([C:22](=[O:24])[CH3:23])[CH2:18][CH2:17]4)[CH2:13]3)=[N:9][C:10]=2[I:11])[CH:5]=[CH:6][N:7]=1.[NH3:25]>C(O)(C)C>[NH2:25][C:2]1[C:3]2[N:4]([C:8]([CH:12]3[CH2:15][CH:14]([N:16]4[CH2:21][CH2:20][N:19]([C:22](=[O:24])[CH3:23])[CH2:18][CH2:17]4)[CH2:13]3)=[N:9][C:10]=2[I:11])[CH:5]=[CH:6][N:7]=1. Procedure details: 1-{4-[3-(8-Chloro-1-iodo-imidazo[1,5-a]pyrazin-3-yl)-cyclobutyl]-piperazin-1-yl}-ethanone (13.2 g, 0.029 mol) was dissolved in isopropyl alcohol (100 mL) into a Parr pressure reactor. The vessel was cooled to −78° C. and saturated with ammonia gas and sealed. The reaction was heated for 19 h at 110° C., at which point the reaction was cooled and the solvent concentrated in vacuo. The crude product was purified via silica gel chromatography eluting with 5-10% MeOH (7M NH3): CH2Cl2 to yield the ti... Run in ClCCl (dichloromethane). Reaction SMILES: [CH:1]([C:3]1[CH:10]=[CH:9][C:6]([C:7]#[N:8])=[CH:5][C:4]=1[O:11][CH3:12])=O.[CH3:13][O:14][CH2:15][C:16]([CH2:18][C:19]1[S:20][CH:21]=[C:22]([CH3:24])[N:23]=1)=[O:17].N1CCCCC1.C(O)(=O)C>ClCCl>[CH3:12][O:11][C:4]1[CH:5]=[C:6]([CH:9]=[CH:10][C:3]=1[CH:1]=[C:18]([C:19]1[S:20][CH:21]=[C:22]([CH3:24])[N:23]=1)[C:16](=[O:17])[CH2:15][O:14][CH3:13])[C:7]#[N:8]. Reactants: C(=O)C1=C(C=C(C#N)C=C1)OC (4-Formyl-3-methoxybenzonitrile), COCC(=O)CC=1SC=C(N1)C (1-Methoxy-3-(4-methyl-1,3-thiazol-2-yl)acetone), N1CCCCC1 (piperidine), C(C)(=O)O (acetic acid). Procedure details: 500 mg (3.10 mmol) of the compound from example 3A and 632 mg (3.41 mmol) of the compound from example 13A are dissolved in 15 ml of dichloromethane, and 0.307 ml (3.10 mmol) of piperidine and 0.178 ml (3.10 mmol) of acetic acid are added. The reaction mixture is heated under reflux with an inverse water trap overnight. The volatile components are removed in a rotary evaporator, and the crude product is purified by preparative HPLC (eluent: acetonitrile/water with 0.1% formic acid, gradient 20:8... Yields the product COC=1C=C(C#N)C=CC1C=C(C(COC)=O)C=1SC=C(N1)C (3-Methoxy-4-[4-methoxy-2-(4-methyl-1,3-thiazol-2-yl)-3-oxobut-1-en-1-yl]benzonitrile). Starting materials: ClC1=C(C=O)C=CC=C1 (o-chlorobenzaldehyde), NCP(C1=CC=CC=C1)C1=CC=CC=C1 (aminomethyldiphenylphosphine), C(C)(C)OC(C)C (diisopropyl ether). Run in C(C)O (ethanol), C(C)O (ethanol). Reaction conditions: temperature 50 celsius. Yields the product ClC1=C(C=NCP(C2=CC=CC=C2)(C2=CC=CC=C2)=O)C=CC=C1 (N-(o-Chlorobenzylidene)-aminomethyl-diphenylphosphine oxide). As a reaction SMILES: [Cl:1][C:2]1[CH:9]=[CH:8][CH:7]=[CH:6][C:3]=1[CH:4]=O.[NH2:10][CH2:11][P:12]([C:19]1[CH:24]=[CH:23][CH:22]=[CH:21][CH:20]=1)[C:13]1[CH:18]=[CH:17][CH:16]=[CH:15][CH:14]=1.C([O:28]C(C)C)(C)C>C(O)C>[Cl:1][C:2]1[CH:9]=[CH:8][CH:7]=[CH:6][C:3]=1[CH:4]=[N:10][CH2:11][P:12](=[O:28])([C:13]1[CH:18]=[CH:17][CH:16]=[CH:15][CH:14]=1)[C:19]1[CH:24]=[CH:23][CH:22]=[CH:21][CH:20]=1. Procedure details: 2.18 g. (0.015 mol) o-chlorobenzaldehyde is added dropwise to a solution of 3.5 g. (0.015 mol) aminomethyldiphenylphosphine in 150 ml. ethanol at ambient temperature. After evaporation of the solvent by heating to 50° C. under a slight vacuum, a clear yellow oil is obtained which is taken up hot in 50 ml. of a mixture of diisopropyl ether and ethanol (25/1 v/v). After cooling to 10° C., filtering and drying at 40° C. in vacuo, there are obtained 4.9 g. of crystals of the desired product; m.p. 89... Reactants: COC1=CC=C(C=C1)C1=CC(=C(C=C1)C)[N+](=O)[O-] (4′-methoxy-4-methyl-3-nitrobiphenyl). Reagents/catalysts: [Pd] (palladium on charcoal). Product: NC=1C=C(C=CC1C)C1=CC=C(C=C1)OC (3-amino-4′-methoxy-4-methylbiphenyl). Run in CO (methanol). Procedure details: A suspension of 4′-methoxy-4-methyl-3-nitrobiphenyl (630 mg, 2.95 mmol) and 10% palladium on charcoal (63 mg, 0.059 mmol) in methanol (6 mL) is stirred under hydrogen atmosphere for 12 hours. Palladium catalyst is removed by filtration and the resulting solution is evaporated in vacuo to afford the title compound. As a reaction SMILES: [CH3:1][O:2][C:3]1[CH:8]=[CH:7][C:6]([C:9]2[CH:14]=[CH:13][C:12]([CH3:15])=[C:11]([N+:16]([O-])=O)[CH:10]=2)=[CH:5][CH:4]=1>[Pd].CO>[NH2:16][C:11]1[CH:10]=[C:9]([C:6]2[CH:7]=[CH:8][C:3]([O:2][CH3:1])=[CH:4][CH:5]=2)[CH:14]=[CH:13][C:12]=1[CH3:15]. Run at time 12 hour. As a reaction SMILES: [Br:1][CH:2]([C:3](=[O:4])[O:5][CH2:6][c:7]1[cH:8][cH:9][cH:10][cH:11][cH:12]1)[CH:13]([CH2:14][Br:15])[CH3:16].[CH3:31][C:32]#[N:33].[NH2:17][CH:18]([c:19]1[cH:20][cH:21][cH:22][cH:23][cH:24]1)[c:25]1[cH:26][cH:27][cH:28][cH:29][cH:30]1>>[CH:2]1([C:3](=[O:4])[O:5][CH2:6][c:7]2[cH:8][cH:9][cH:10][cH:11][cH:12]2)[CH:13]([CH3:16])[CH2:14][N:17]1[CH:18]([c:19]1[cH:20][cH:21][cH:22][cH:23][cH:24]1)[c:25]1[cH:26][cH:27][cH:28][cH:29][cH:30]1. Reactants: CC(CBr)C(Br)C(=O)OCc1ccccc1, CC#N, NC(c1ccccc1)c1ccccc1. Yields the product CC1CN(C(c2ccccc2)c2ccccc2)C1C(=O)OCc1ccccc1. Yields the product Clc1ccc(CCCOC2CCNCC2)cc1. Reaction SMILES: [CH2:27]([Cl:28])[Cl:29].[Cl:1][c:2]1[cH:3][cH:4][c:5]([CH2:8][CH2:9][CH2:10][O:11][CH:12]2[CH2:13][CH2:14][N:15]([C:18]([O:19][C:20]([CH3:21])([CH3:22])[CH3:23])=[O:24])[CH2:16][CH2:17]2)[cH:6][cH:7]1.[Na+:26].[OH-:25].[OH:30][C:31]([C:32]([F:33])([F:34])[F:35])=[O:36]>>[Cl:1][c:2]1[cH:3][cH:4][c:5]([CH2:8][CH2:9][CH2:10][O:11][CH:12]2[CH2:13][CH2:14][NH:15][CH2:16][CH2:17]2)[cH:6][cH:7]1. Reactants: ClCCl, CC(C)(C)OC(=O)N1CCC(OCCCc2ccc(Cl)cc2)CC1, [Na+], [OH-], O=C(O)C(F)(F)F. Starting materials: CC1=C(C=C(C=C1)S)CCC (4-methyl-3-n-propylthiophenol), BrCCCCCBr (1,5-dibromopentane), [OH-].[Na+] (sodium hydroxide). Reagents/catalysts: [Br-].C(CCC)[N+](CCCC)(CCCC)CCCC (tetrabutylammonium bromide). Solvent: C1(=CC=CC=C1)C (toluene), O (water), O (water), C1(=CC=CC=C1)C (toluene). Yields the product BrCCCCCSC1=CC(=C(C=C1)C)CCC (1-bromo-5-(4-methyl-3-n-propylthiophenoxy)-n-pentane). Yield: 291.1%. As a reaction SMILES: [CH3:1][C:2]1[CH:7]=[CH:6][C:5]([SH:8])=[CH:4][C:3]=1[CH2:9][CH2:10][CH3:11].[Br:12][CH2:13][CH2:14][CH2:15][CH2:16][CH2:17]Br.[OH-].[Na+]>[Br-].C([N+](CCCC)(CCCC)CCCC)CCC.C1(C)C=CC=CC=1.O>[Br:12][CH2:13][CH2:14][CH2:15][CH2:16][CH2:17][S:8][C:5]1[CH:6]=[CH:7][C:2]([CH3:1])=[C:3]([CH2:9][CH2:10][CH3:11])[CH:4]=1 |f:2.3,4.5|. Procedure: A mixture of 36.5 g of 4-methyl-3-n-propylthiophenol, 11.5 g of 1,5-dibromopentane, 80 ml of water, 0.5 g of tetrabutylammonium bromide and 10 ml of toluene was stirred drastically and heated at 80° to 90° C. At this temperature, a solution of 8.6 g of sodium hydroxide and 20 ml of water was added dropwise to the mixture during 1 hour. The reaction was finished by stirring for 2 hours after the dropwise addition. After cooling, the reaction mixture was added with 150 ml of toluene, and separated...